From a dataset of the Open Reaction Database (ORD), a public repository of structured organic reaction records. describe an organic reaction: reactants, conditions, products, and yield Starting materials: C1(CC1)C1=NC=CC(=N1)C(C)(C)O (2-(2-cyclopropyl-pyrimidin-4-yl)-propan-2-ol), C(C)#N (acetonitrile), [OH-].[Na+] (NaOH), C(C)#N (acetonitrile), S(O)(O)(=O)=O (sulfuric acid), S(O)(O)(=O)=O (sulfuric acid), C1(CC1)C1=NC=CC(=N1)C(C)(C)O (2-(2-cyclopropyl-pyrimidin-4-yl)-propan-2-ol), C(C)#N (acetonitrile). Reaction conditions: temperature 95 celsius, time 4 day. The product is C1(CC1)C1=NC=CC(=N1)C(C)(C)NC(C)=O (N-[1-(2-cyclopropyl-pyrimidin-4-yl)-1-methyl-ethyl]-acetamide). The yield is 41.0%. Reaction SMILES: [CH:1]1([C:4]2[N:9]=[C:8]([C:10](O)([CH3:12])[CH3:11])[CH:7]=[CH:6][N:5]=2)[CH2:3][CH2:2]1.S(=O)(=O)(O)O.[OH-:19].[Na+].[C:21](#[N:23])[CH3:22]>>[CH:1]1([C:4]2[N:9]=[C:8]([C:10]([NH:23][C:21](=[O:19])[CH3:22])([CH3:12])[CH3:11])[CH:7]=[CH:6][N:5]=2)[CH2:3][CH2:2]1 |f:2.3|. Procedure details: Heat a solution of acetonitrile (150 mL) and 2-(2-cyclopropyl-pyrimidin-4-yl)-propan-2-ol of (8.85 g, 50 mmol) to 90° C. In a separate reaction vessel, cool acetonitrile (50 mL) to 0° C. and add sulfuric acid (11.9 mL, 223 mmol) at such a rate that the temperature does not exceed 10° C. Add the cooled sulfuric acid solution to the heated solution of 2-(2-cyclopropyl-pyrimidin-4-yl)-propan-2-ol and acetonitrile and stir at 95° C. for 4 days. Cool to room temperature and add aqueous 5N NaOH (100 m... Reactants: CCO, Cl, Cl, Cc1coc2c1C(=O)CC(c1ccc(F)cc1F)C2, N=C(N)NN, O. Product: Cl, Cc1coc2c1C(=NNC(=N)N)CC(c1ccc(F)cc1F)C2. RXN SMILES: [CH3:28][CH2:29][OH:30].[ClH:20].[ClH:26].[F:1][c:2]1[c:3]([CH:9]2[CH2:10][c:11]3[c:12]([c:13]([CH3:16])[cH:14][o:15]3)[C:17](=[O:19])[CH2:18]2)[cH:4][cH:5][c:6]([F:8])[cH:7]1.[NH2:21][NH:22][C:23](=[NH:24])[NH2:25].[OH2:27]>>[ClH:20].[F:1][c:2]1[c:3]([CH:9]2[CH2:10][c:11]3[c:12]([c:13]([CH3:16])[cH:14][o:15]3)[C:17](=[N:21][NH:22][C:23](=[NH:24])[NH2:25])[CH2:18]2)[cH:4][cH:5][c:6]([F:8])[cH:7]1.